From a dataset of the Open Reaction Database (ORD), a public repository of structured organic reaction records. describe an organic reaction: reactants, conditions, products, and yield The reactants are [Br-], [Br-], CN(CCCOCc1ccccc1)c1ncc(C2CCN(C(=O)OC(C)(C)C)CC2OCc2ccc3ccccc3c2)cn1, [Zn+2]. Yields the product CN(CCCOCc1ccccc1)c1ncc(C2CCNCC2OCc2ccc3ccccc3c2)cn1. As a reaction SMILES: [Br-:45].[Br-:47].[CH2:1]([c:2]1[cH:3][cH:4][cH:5][cH:6][cH:7]1)[O:8][CH2:9][CH2:10][CH2:11][N:12]([c:13]1[n:14][cH:15][c:16]([CH:19]2[CH:20]([O:32][CH2:33][c:34]3[cH:35][c:36]4[cH:37][cH:38][cH:39][cH:40][c:41]4[cH:42][cH:43]3)[CH2:21][N:22]([C:25]([O:26][C:27]([CH3:28])([CH3:29])[CH3:30])=[O:31])[CH2:23][CH2:24]2)[cH:17][n:18]1)[CH3:44].[Zn+2:46]>>[CH2:1]([c:2]1[cH:3][cH:4][cH:5][cH:6][cH:7]1)[O:8][CH2:9][CH2:10][CH2:11][N:12]([c:13]1[n:14][cH:15][c:16]([CH:19]2[CH:20]([O:32][CH2:33][c:34]3[cH:35][c:36]4[cH:37][cH:38][cH:39][cH:40][c:41]4[cH:42][cH:43]3)[CH2:21][NH:22][CH2:23][CH2:24]2)[cH:17][n:18]1)[CH3:44]. Reactants: C1(CCCCC1)N=C=NC1CCCCC1 (dicyclohexylcarbodiimide), C(C)(C)(C)O (t-butanol), cuprous chloride, C(C1=CC=CC=C1)(=O)NC1[C@@H]2N(C(=C(CS2=O)C)C(=O)O)C1=O (7-benzamido-3-methyl-3-cephem-4-carboxylic acid-1-oxide). Run in ClCCl (dichloromethane), ClCCl (dichloromethane). Conditions: time 3 day. Yields the product C(C1=CC=CC=C1)(=O)NC1[C@@H]2N(C(=C(CS2=O)C)C(=O)OC(C)(C)C)C1=O (t-butyl 7-benzamido-3-methyl-3-cephem-4-carboxylate-1-oxide). Yield: 48.0%. Reaction SMILES: C1(N=C=NC2CCCCC2)CCCCC1.[C:16]([OH:20])([CH3:19])([CH3:18])[CH3:17].[C:21]([NH:29][CH:30]1[C:42](=[O:43])[N:32]2[C:33]([C:39](O)=[O:40])=[C:34]([CH3:38])[CH2:35][S:36](=[O:37])[C@H:31]12)(=[O:28])[C:22]1[CH:27]=[CH:26][CH:25]=[CH:24][CH:23]=1>ClCCl>[C:21]([NH:29][CH:30]1[C:42](=[O:43])[N:32]2[C:33]([C:39]([O:20][C:16]([CH3:19])([CH3:18])[CH3:17])=[O:40])=[C:34]([CH3:38])[CH2:35][S:36](=[O:37])[C@H:31]12)(=[O:28])[C:22]1[CH:27]=[CH:26][CH:25]=[CH:24][CH:23]=1. Reported procedure: A mixture of 103.2 g of dicyclohexylcarbodiimide, 43.5 g of t-butanol and 1.1 g of cuprous chloride was stored for 3 days at room temperature and the resulting compound was dissolved into 200 ml of dichloromethane. The solution was added dropwise to a stirred suspension of 35 g of 7-benzamido-3-methyl-3-cephem-4-carboxylic acid-1-oxide in 500 ml of dichloromethane and after stirring at room temperature for 24 hours, the obtained N,N'-dicyclohexyl urea was separated by filtration and washed with ... The reactants are FC1=CC=C(C=C1)O (4-fluorophenol), FC1=CC=C(CCl)C=C1 (4-fluorobenzyl chloride). Product: FC1=CC(=C(C=C1)O)CC1=CC=C(C=C1)F (4-fluoro-2-(4′-fluorobenzyl)phenol). RXN SMILES: [F:1][C:2]1[CH:7]=[CH:6][C:5]([OH:8])=[CH:4][CH:3]=1.[F:9][C:10]1[CH:17]=[CH:16][C:13]([CH2:14]Cl)=[CH:12][CH:11]=1>>[F:1][C:2]1[CH:7]=[CH:6][C:5]([OH:8])=[C:4]([CH2:14][C:13]2[CH:16]=[CH:17][C:10]([F:9])=[CH:11][CH:12]=2)[CH:3]=1. Procedure details: Alkylation of 4-fluorophenol with 4-fluorobenzyl chloride according to the procedure described in J. Chem. Soc, 2431 (1958) gave 4-fluoro-2-(4′-fluorobenzyl)phenol. This material was converted to compound 77, mp 228-230° C., and compound 78, mp 134.5-139° C., by the procedure similar to that in Example 18 method B. Starting materials: CN(C)C(=O)CC1(C)SCCC2=C1Cc1ccccc12, [H-], [Li], O. Product: CN(C)CCC1(C)SCCC2=C1Cc1ccccc12. As a reaction SMILES: [CH3:1][N:2]([C:3]([CH2:4][C:5]1([CH3:18])[S:6][CH2:7][CH2:8][C:9]2=[C:10]1[CH2:11][c:12]1[cH:13][cH:14][cH:15][cH:16][c:17]12)=[O:19])[CH3:20].[H-:22].[Li:21].[OH2:23]>>[CH3:1][N:2]([CH2:3][CH2:4][C:5]1([CH3:18])[S:6][CH2:7][CH2:8][C:9]2=[C:10]1[CH2:11][c:12]1[cH:13][cH:14][cH:15][cH:16][c:17]12)[CH3:20].